From a dataset of the Open Reaction Database (ORD), a public repository of structured organic reaction records. describe an organic reaction: reactants, conditions, products, and yield Reactants: COS(=O)(=O)OC, CCCCCC, Cc1ccccc1, CC(=O)Nc1ccc2nc(-c3ccc(C4CCCCC4)cc3)cc(O)c2c1. Product: COc1cc(-c2ccc(C3CCCCC3)cc2)nc2ccc(NC(C)=O)cc12. As a reaction SMILES: [CH3:28][O:29][S:30]([O:31][CH3:32])(=[O:33])=[O:34].[CH3:35][CH2:36][CH2:37][CH2:38][CH2:39][CH3:40].[CH3:41][c:42]1[cH:43][cH:44][cH:45][cH:46][cH:47]1.[CH:1]1([c:7]2[cH:8][cH:9][c:10](-[c:13]3[n:14][c:15]4[cH:16][cH:17][c:18]([NH:24][C:25]([CH3:26])=[O:27])[cH:19][c:20]4[c:21]([OH:23])[cH:22]3)[cH:11][cH:12]2)[CH2:2][CH2:3][CH2:4][CH2:5][CH2:6]1>>[CH:1]1([c:7]2[cH:8][cH:9][c:10](-[c:13]3[n:14][c:15]4[cH:16][cH:17][c:18]([NH:24][C:25]([CH3:26])=[O:27])[cH:19][c:20]4[c:21]([O:23][CH3:28])[cH:22]3)[cH:11][cH:12]2)[CH2:2][CH2:3][CH2:4][CH2:5][CH2:6]1. Reactants: CO, Cc1cc(C#N)nc(NC(C)C)n1, Cl, NO, [Na+], O=C([O-])O. Product: Cc1cc(C(=N)NO)nc(NC(C)C)n1. As a reaction SMILES: [CH3:22][OH:23].[CH:1]([CH3:2])([CH3:3])[NH:4][c:5]1[n:6][c:7]([CH3:13])[cH:8][c:9]([C:11]#[N:12])[n:10]1.[ClH:19].[NH2:20][OH:21].[Na+:18].[O-:14][C:15]([OH:16])=[O:17]>>[CH:1]([CH3:2])([CH3:3])[NH:4][c:5]1[n:6][c:7]([CH3:13])[cH:8][c:9]([C:11](=[NH:12])[NH:20][OH:21])[n:10]1. Yields the product OCCN1CCN(Cc2cc3c(N4CCOCC4)nc(Cl)nc3s2)CC1. As a reaction SMILES: [C:28]([OH:29])(=[O:30])[CH3:31].[Cl:1][c:2]1[n:3][c:4]([N:13]2[CH2:14][CH2:15][O:16][CH2:17][CH2:18]2)[c:5]2[c:6]([n:7]1)[s:8][c:9]([CH:11]=[O:12])[cH:10]2.[Cl:32][CH2:33][CH2:34][Cl:35].[OH:19][CH2:20][CH2:21][N:22]1[CH2:23][CH2:24][NH:25][CH2:26][CH2:27]1>>[Cl:1][c:2]1[n:3][c:4]([N:13]2[CH2:14][CH2:15][O:16][CH2:17][CH2:18]2)[c:5]2[c:6]([n:7]1)[s:8][c:9]([CH2:11][N:25]1[CH2:24][CH2:23][N:22]([CH2:21][CH2:20][OH:19])[CH2:27][CH2:26]1)[cH:10]2. Starting materials: CC(=O)O, O=Cc1cc2c(N3CCOCC3)nc(Cl)nc2s1, ClCCCl, OCCN1CCNCC1. As a reaction SMILES: [C:1]([CH:4]1[CH2:9][CH2:8][C:7]([CH3:13])([C:10]([OH:12])=[O:11])[CH2:6][CH2:5]1)(=[O:3])[CH3:2].C(=O)([O-])[O-].[K+].[K+].[CH2:20](Br)[CH:21]=[CH2:22].[Cl-].[Na+]>CN(C=O)C>[C:1]([CH:4]1[CH2:9][CH2:8][C:7]([CH3:13])([C:10]([O:12][CH2:22][CH:21]=[CH2:20])=[O:11])[CH2:6][CH2:5]1)(=[O:3])[CH3:2] |f:1.2.3,5.6|. Solvent: CN(C)C=O (DMF). Procedure: 1.4 g of 4-acetyl-1-methyl-1-cyclohexanecarboxylic acid (Example 36) was dissolved in 50 ml of DMF, and 5 g of potassium carbonate and 3 ml of allyl bromide were added to the resultant solution. The solution was reacted for 6 hours at room temperature. After reaction, 100 ml of an aqueous sodium chloride solution was added to the reaction solution. The solution was extracted three times with 30 ml of methylene chloride. The organic layer obtained was washed three times with an aqueous sodium chl... The product is C(C)(=O)C1CCC(CC1)(C(=O)OCC=C)C (allyl 4-acetyl-1-methyl-1-cyclohexanecarboxylate). Starting materials: C([O-])([O-])=O.[K+].[K+] (potassium carbonate), C(C=C)Br (allyl bromide), resultant solution, [Cl-].[Na+] (sodium chloride), C(C)(=O)C1CCC(CC1)(C(=O)O)C (4-acetyl-1-methyl-1-cyclohexanecarboxylic acid). The reactants are FC1=CC=C(C=C1)C=1C(=NN2C1N=NC=C2C)C2=CC=NC=C2 (8-(4-fluorophenyl)-4-methyl-7-(pyridin-4-yl)pyrazolo[5,1-c][1,2,4]triazine), [BH4-].[Na+] (sodium borohydride), ice water. The solvent is C(C)O (ethanol). Product: FC1=CC=C(C=C1)C=1C(=NN2C1NN=CC2C)C2=CC=NC=C2 (1,4-dihydro-8-(4-fluorophenyl)-4-methyl-7-(pyridin-4-yl)pyrazolo[5,1-c][1,2,4]triazine). Isolated yield 24.4%. As a reaction SMILES: [F:1][C:2]1[CH:7]=[CH:6][C:5]([C:8]2[C:9]([C:18]3[CH:23]=[CH:22][N:21]=[CH:20][CH:19]=3)=[N:10][N:11]3[C:16]([CH3:17])=[CH:15][N:14]=[N:13][C:12]=23)=[CH:4][CH:3]=1.[BH4-].[Na+]>C(O)C>[F:1][C:2]1[CH:7]=[CH:6][C:5]([C:8]2[C:9]([C:18]3[CH:19]=[CH:20][N:21]=[CH:22][CH:23]=3)=[N:10][N:11]3[CH:16]([CH3:17])[CH:15]=[N:14][NH:13][C:12]=23)=[CH:4][CH:3]=1 |f:1.2|. Reported procedure: A mixture of 8-(4-fluorophenyl)-4-methyl-7-(pyridin-4-yl)pyrazolo[5,1-c][1,2,4]triazine (53 mg) and sodium borohydride (13 mg) in ethanol (1 ml) was refluxed for 3 hours, cooled and poured into ice-water. The separated oil was extracted with dichloromethane. The extract was washed with brine, dried and concentrated in vacuo. The residue was purified by column chromatography on silica gel and the obtained oil was crystallized from diisopropyl ether to give 1,4-dihydro-8-(4-fluorophenyl)-4-methyl-... The reactants are NCC(C)O (1-amino-2-propanol), ClC1=CC=C(C=C1)CC(=O)O (2-(4-Chlorophenyl)acetic acid), C1(=CC=CC=C1)B(O)O (phenylboronic acid), B(O)(O)O (boric acid). The solvent is C1(=CC=CC=C1)C (toluene), C1(=CC=CC=C1)C (toluene), O (water). Reaction conditions: temperature 40 celsius, time 10 hour. Product: ClC1=CC=C(C=C1)CC(=O)NCC(C)O (2-(4-chlorophenyl)-N-(2-hydroxypropyl)acetamide). The yield is 92.9%. As a reaction SMILES: [Cl:1][C:2]1[CH:7]=[CH:6][C:5]([CH2:8][C:9]([OH:11])=O)=[CH:4][CH:3]=1.C1(B(O)O)C=CC=CC=1.B(O)(O)O.[NH2:25][CH2:26][CH:27]([OH:29])[CH3:28]>O.C1(C)C=CC=CC=1>[Cl:1][C:2]1[CH:3]=[CH:4][C:5]([CH2:8][C:9]([NH:25][CH2:26][CH:27]([OH:29])[CH3:28])=[O:11])=[CH:6][CH:7]=1. Reported procedure: 2-(4-Chlorophenyl)acetic acid (1.9 kg, 11.1 mol, 1.00 eq), toluene (1 L), phenylboronic acid (67 g, 549 mmo, 0.049 eq.), and boric acid (68 g, 1.10 mol. 0.099 eq) where charged to a 20 L jacketed reactor in the specified order. After the resulting mixture had been heated with stirring to 40° C., 1-amino-2-propanol (908 g, 12.09 mol, 1.085 eq) and toluene (1 L) were added. The reaction mixture was then heated to reflux while the water coproduct was removed in a Dean-Stark trap. Refluxing and wate... Starting materials: C(C1=CC=CC=C1)N (benzylamine), ClC=1C2=C(N=C(N1)C1=NC=CC=C1)SC=C2C (4-chloro-2-(pyridin-2-yl)-5-methyl-thieno-[2,3-d]-pyrimidine). Yields the product N1=C(C=CC=C1)C=1N=C(C2=C(N1)SC=C2C)NCC2=CC=CC=C2 (2-(pyridin-2-yl)-4-benzylamino-5-methyl-thieno-[2,3-d]-pyrimidine). Reaction SMILES: [CH2:1]([NH2:8])[C:2]1[CH:7]=[CH:6][CH:5]=[CH:4][CH:3]=1.Cl[C:10]1[C:11]2[C:24]([CH3:25])=[CH:23][S:22][C:12]=2[N:13]=[C:14]([C:16]2[CH:21]=[CH:20][CH:19]=[CH:18][N:17]=2)[N:15]=1>>[N:17]1[CH:18]=[CH:19][CH:20]=[CH:21][C:16]=1[C:14]1[N:15]=[C:10]([NH:8][CH2:1][C:2]2[CH:7]=[CH:6][CH:5]=[CH:4][CH:3]=2)[C:11]2[C:24]([CH3:25])=[CH:23][S:22][C:12]=2[N:13]=1. Reported procedure: With the procedure of Example 1, the reaction of benzylamine with 4-chloro-2-(pyridin-2-yl)-5-methyl-thieno-[2,3-d]-pyrimidine yields 2-(pyridin-2-yl)-4-benzylamino-5-methyl-thieno-[2,3-d]-pyrimidine. Starting materials: O (Water), C(Cl)Cl (CH2Cl2), C(C)SC1=NC(=CC=2N1C=CN2)C2=CC(=C(C=C2)S(=O)(=O)Cl)OC (4-(5-Ethylsulfanyl-imidazo[1,2-c]pyrimidin-7yl)-2-methoxy-benzenesulfonylchloride), N1CCCCC1 (piperidine). The solvent is C(Cl)Cl.CO (CH2Cl2 MeOH). Reaction conditions: time 8 hour. Yields the product crude product, C(C)SC1=NC(=CC=2N1C=CN2)C2=CC(=C(C=C2)S(=O)(=O)N2CCCCC2)OC (5-Ethylsulfanyl-7-[3-methoxy-4-(piperidine-1-sulfonyl)-phenyl]imidazo[1,2-c]pyrimidine). Reaction SMILES: [CH2:1]([S:3][C:4]1[N:9]2[CH:10]=[CH:11][N:12]=[C:8]2[CH:7]=[C:6]([C:13]2[CH:18]=[CH:17][C:16]([S:19](Cl)(=[O:21])=[O:20])=[C:15]([O:23][CH3:24])[CH:14]=2)[N:5]=1)[CH3:2].[NH:25]1[CH2:30][CH2:29][CH2:28][CH2:27][CH2:26]1.O.C(Cl)Cl>C(Cl)Cl.CO>[CH2:1]([S:3][C:4]1[N:9]2[CH:10]=[CH:11][N:12]=[C:8]2[CH:7]=[C:6]([C:13]2[CH:18]=[CH:17][C:16]([S:19]([N:25]3[CH2:30][CH2:29][CH2:28][CH2:27][CH2:26]3)(=[O:21])=[O:20])=[C:15]([O:23][CH3:24])[CH:14]=2)[N:5]=1)[CH3:2] |f:4.5|. Procedure details: A solution of 4-(5-Ethylsulfanyl-imidazo[1,2-c]pyrimidin-7yl)-2-methoxy-benzenesulfonylchloride (200 mg, 0.52 mmol) and piperidine (89 mg, 1.04 mmol) in CH2Cl2: MeOH (2:1, 5 ml). was stirred overnight at room temperature. Water was added to the reaction mixture and extraction was carried out with CH2Cl2. The combined organic layer was washed with brine and dried over Na2SO4. The organic layer was concentrated to give the crude product of 5-Ethylsulfanyl-7-[3-methoxy-4-(piperidine-1-sulfonyl)-phe... Starting materials: C([O-])(O)=O.[Na+] (sodium bicarbonate), ( 37 ), OCC(C)=O (hydroxyacetone), CS(=O)(=O)Cl (methanesulfonyl chloride). Solvent: C(Cl)(Cl)Cl (chloroform). Product: CS(=O)(=O)OCC(=O)C (1-(methylsulfonyloxy)acetone). Reaction SMILES: [OH:1][CH2:2][C:3](=[O:5])[CH3:4].[CH3:6][S:7](Cl)(=[O:9])=[O:8].C(=O)(O)[O-].[Na+]>C(Cl)(Cl)Cl>[CH3:6][S:7]([O:1][CH2:2][C:3]([CH3:4])=[O:5])(=[O:9])=[O:8] |f:2.3|. Procedure details: Thirty-seven (37) mg of hydroxyacetone was dissolved in 2 ml of chloroform, and to which 0.078 ml of methanesulfonyl chloride was added. After stirring the reaction liquid at room temperature for 30 minutes, saturated aqueous sodium bicarbonate solution was added and extracted with chloroform. The extract was dried over anhydrous sodium sulfate and concentrated to provide the title compound. Starting materials: BrC1=NC=C(C=C1[N+](=O)[O-])F (2-bromo-5-fluoro-3-nitropyridine), C(CCC)[Sn](C=C)(CCCC)CCCC (tributyl vinyl tin), O (Water). The reagents and catalysts are C1=CC=C(C=C1)P(C2=CC=CC=C2)C3=CC=CC=C3.C1=CC=C(C=C1)P(C2=CC=CC=C2)C3=CC=CC=C3.Cl[Pd]Cl (Bis-(triphenylphosphin)-palladium(II)-chloride). Run in O1CCOCC1 (1, 4 dioxane). Run at temperature 110 celsius, time 16 hour. Yields the product FC=1C=C(C(=NC1)C=C)[N+](=O)[O-] (5-fluoro-3-nitro-2-vinylpyridine). Reaction SMILES: Br[C:2]1[C:7]([N+:8]([O-:10])=[O:9])=[CH:6][C:5]([F:11])=[CH:4][N:3]=1.[CH2:12]([Sn](CCCC)(CCCC)C=C)[CH2:13]CC.O>O1CCOCC1.C1C=CC(P(C2C=CC=CC=2)C2C=CC=CC=2)=CC=1.C1C=CC(P(C2C=CC=CC=2)C2C=CC=CC=2)=CC=1.Cl[Pd]Cl>[F:11][C:5]1[CH:6]=[C:7]([N+:8]([O-:10])=[O:9])[C:2]([CH:12]=[CH2:13])=[N:3][CH:4]=1 |f:4.5.6|. Reported procedure: To a solution of 2-bromo-5-fluoro-3-nitropyridine (20 g, 90.50 mmol) in 1, 4 dioxane (270 mL) was added tributyl vinyl tin (34.54 g, 108.60 mmol). The reaction mixture was degassed using nitrogen for 30 min. Bis-(triphenylphosphin)-palladium(II)-chloride (3.17 g, 4.5 mmol) was added to the reaction mixture. Reaction mass was stirred at 110° C. for 16 h. The reaction mixture was cooled to 25° C. Water was added to the reaction mass and extracted with EtOAc. Organic layer was washed with brine and...